Dataset: the Open Reaction Database (ORD), a public repository of structured organic reaction records. Task: describe an organic reaction: reactants, conditions, products, and yield Starting materials: C1CCOC1, CO, Cl, COC(=O)C(CCC(=O)OC(C)(C)C)NC(=O)c1c[nH]c(-c2cc(Oc3ccc(NC(=O)Nc4cccc(C)c4)c(F)c3)ccn2)c1, [Na+], [OH-], O. The product is Cc1cccc(NC(=O)Nc2ccc(Oc3ccnc(-c4cc(C(=O)NC(CCC(=O)OC(C)(C)C)C(=O)O)c[nH]4)c3)cc2F)c1. RXN SMILES: [CH2:48]1[O:49][CH2:50][CH2:51][CH2:52]1.[CH3:53][OH:54].[ClH:57].[F:1][c:2]1[cH:3][c:4]([O:5][c:6]2[cH:7][c:8](-[c:12]3[cH:13][c:14]([C:17](=[O:18])[NH:19][CH:20]([C:21](=[O:22])[O:23][CH3:24])[CH2:25][CH2:26][C:27](=[O:28])[O:29][C:30]([CH3:31])([CH3:32])[CH3:33])[cH:15][nH:16]3)[n:9][cH:10][cH:11]2)[cH:34][cH:35][c:36]1[NH:37][C:38](=[O:39])[NH:40][c:41]1[cH:42][c:43]([CH3:47])[cH:44][cH:45][cH:46]1.[Na+:56].[OH-:55].[OH2:58]>>[F:1][c:2]1[cH:3][c:4]([O:5][c:6]2[cH:7][c:8](-[c:12]3[cH:13][c:14]([C:17](=[O:18])[NH:19][CH:20]([C:21](=[O:22])[OH:23])[CH2:25][CH2:26][C:27](=[O:28])[O:29][C:30]([CH3:31])([CH3:32])[CH3:33])[cH:15][nH:16]3)[n:9][cH:10][cH:11]2)[cH:34][cH:35][c:36]1[NH:37][C:38](=[O:39])[NH:40][c:41]1[cH:42][c:43]([CH3:47])[cH:44][cH:45][cH:46]1. Starting materials: Cl.CO (hydrogen chloride methanol), [N+](=O)([O-])C1=CC=C(CN2C3=C(N=C4C(C2=O)CCC4)C=CC=C3)C=C1 (9-(4-nitrobenzyl)-2,3,9,10a-tetrahydrobenzo[b]cyclopenta(e][1,4]diazepin-10(1H)-one), CC1=C(C=C(C(=C1Br)O)Br)C2(C=3C=CC=CC3S(=O)(=O)O2)C=4C=C(C(=C(C4C)Br)O)Br (bromocresol green), C(#N)[BH3-].[Na+] (sodium cyanoborohydride). Run in CO (methanol), O1CCCC1 (tetrahydrofuran), O (water). The product is [N+](=O)([O-])C1=CC=C(CN2C3=C(N[C@H]4[C@@H](C2=O)CCC4)C=CC=C3)C=C1 ((3aR*,10aS*)-9-(4-Nitrobenzyl)-2,3,3a,4,9,10a-hexahydrobenzo[b]cyclopenta[e][1,4]diazepin-10(1H)-one). Yield: 70.1%. RXN SMILES: [N+:1]([C:4]1[CH:25]=[CH:24][C:7]([CH2:8][N:9]2[C:15](=[O:16])[CH:14]3[CH2:17][CH2:18][CH2:19][C:13]3=[N:12][C:11]3[CH:20]=[CH:21][CH:22]=[CH:23][C:10]2=3)=[CH:6][CH:5]=1)([O-:3])=[O:2].CC1C(Br)=C(O)C(Br)=CC=1C1(C2C=C(Br)C(O)=C(Br)C=2C)OS(=O)(=O)C2C=CC=CC1=2.C([BH3-])#N.[Na+].Cl.CO>CO.O.O1CCCC1>[N+:1]([C:4]1[CH:25]=[CH:24][C:7]([CH2:8][N:9]2[C:15](=[O:16])[C@H:14]3[CH2:17][CH2:18][CH2:19][C@H:13]3[NH:12][C:11]3[CH:20]=[CH:21][CH:22]=[CH:23][C:10]2=3)=[CH:6][CH:5]=1)([O-:3])=[O:2] |f:2.3,4.5|. Reported procedure: To a suspension of 9-(4-nitrobenzyl)-2,3,9,10a-tetrahydrobenzo[b]cyclopenta(e][1,4]diazepin-10(1H)-one (10.2 g, 30 mmol) and bromocresol green in a mixture of methanol (100 mL)-tetrahydrofuran (THF) (30 mL) was added sodium cyanoborohydride (2.08 g, 33 mmol). To this mixture, 10% hydrogen chloride/methanol was slowly added dropwise at the same temperature until the color of the reaction mixture had ceased to change. This reaction mixture was diluted with water and extracted with 3 portions of et...